This data is from the Open Reaction Database (ORD), a public repository of structured organic reaction records. The task is: describe an organic reaction: reactants, conditions, products, and yield Starting materials: COC=1C=C2C(=NC=NC2=CC1OC)OC1=C(C=C(N)C=C1)C (4-[(6,7-Dimethoxy-4-quinazolinyl)oxy]-3-methyl-aniline), FC1=C(C=CC(=C1)F)N=C=O (2,4-difluorophenyl isocyanate). The solvent is C(Cl)(Cl)Cl (chloroform). The product is FC1=C(C=CC(=C1)F)NC(=O)NC1=CC(=C(C=C1)OC1=NC=NC2=CC(=C(C=C12)OC)OC)C (N-(2,4-Difluorophenyl)-N′-{4-[(6,7-dimethoxy-4-quinazolinyl)oxy]-3-methylphenyl}urea). The yield is 79.0%. Reaction SMILES: [CH3:1][O:2][C:3]1[CH:4]=[C:5]2[C:10](=[CH:11][C:12]=1[O:13][CH3:14])[N:9]=[CH:8][N:7]=[C:6]2[O:15][C:16]1[CH:22]=[CH:21][C:19]([NH2:20])=[CH:18][C:17]=1[CH3:23].[F:24][C:25]1[CH:30]=[C:29]([F:31])[CH:28]=[CH:27][C:26]=1[N:32]=[C:33]=[O:34]>C(Cl)(Cl)Cl>[F:24][C:25]1[CH:30]=[C:29]([F:31])[CH:28]=[CH:27][C:26]=1[NH:32][C:33]([NH:20][C:19]1[CH:21]=[CH:22][C:16]([O:15][C:6]2[C:5]3[C:10](=[CH:11][C:12]([O:13][CH3:14])=[C:3]([O:2][CH3:1])[CH:4]=3)[N:9]=[CH:8][N:7]=2)=[C:17]([CH3:23])[CH:18]=1)=[O:34]. Procedure: 4-[(6,7-Dimethoxy-4-quinazolinyl)oxy]-3-methyl-aniline (50 mg) was dissolved in chloroform (3 ml), and 2,4-difluorophenyl isocyanate (23 μl) was then added to the solution. The mixture was heated under reflux overnight. The precipitated crystal was collected by filtration and was washed to give 59 mg (yield 79%) of the title compound. Starting materials: CO (methanol), C(C)OC(CCCCCC=1SC2=C(N1)C(=C(C=C2F)F)F)=O (6-(4,5,7-trifluorobenzothiazol-2-yl)hexanoic acid ethyl ester), [OH-].[Na+] (sodium hydroxide). Run in O (water). Conditions: time 1 hour. Product: FC1=C(C=C(C2=C1N=C(S2)CCCCCC(=O)O)F)F (6-(4,5,7-trifluorobenzothiazol-2-yl)hexanoic acid). Isolated yield 47.5%. RXN SMILES: CO.C([O:5][C:6](=[O:24])[CH2:7][CH2:8][CH2:9][CH2:10][CH2:11][C:12]1[S:13][C:14]2[C:20]([F:21])=[CH:19][C:18]([F:22])=[C:17]([F:23])[C:15]=2[N:16]=1)C.[OH-].[Na+]>O>[F:23][C:17]1[C:15]2[N:16]=[C:12]([CH2:11][CH2:10][CH2:9][CH2:8][CH2:7][C:6]([OH:24])=[O:5])[S:13][C:14]=2[C:20]([F:21])=[CH:19][C:18]=1[F:22] |f:2.3|. Reported procedure: To methanol (3 ml) was added 6-(4,5,7-trifluorobenzothiazol-2-yl)hexanoic acid ethyl ester (390 mg, 1.18 mmol) and aqueous 2N sodium hydroxide (0.7 ml, 1.4 mmol) and the mixture was stirred at room temperature for 1 hour. The resultant reaction mixture was diluted with water and washed with ether. The aqueous phase was acidified with 7% hydrochloric acid and extracted with ethyl acetate. The organic phase was washed with water, dried and then evaporated to yield a residue, which was crystallized... Starting materials: Cl, N#CO[K], NC1CCC(=O)c2sccc21, O. Yields the product NC(=O)NC1CCC(=O)c2sccc21. RXN SMILES: [ClH:1].[K:13][O:14][C:15]#[N:16].[O:2]=[C:3]1[CH2:4][CH2:5][CH:6]([NH2:12])[c:7]2[c:8]1[s:9][cH:10][cH:11]2.[OH2:17]>>[O:2]=[C:3]1[CH2:4][CH2:5][CH:6]([NH:12][C:15](=[O:14])[NH2:16])[c:7]2[c:8]1[s:9][cH:10][cH:11]2. Starting materials: CC1(O[C@@H]2COC(=O)[C@@H]2O1)C (2,3-O-isopropylidene-D-erythronolactone), CC(C)C[AlH]CC(C)C (DIBAL-H). The product is CC1(O[C@@H]2COC([C@@H]2O1)O)C (2,3-O-isopropylidene-D-erythrose). RXN SMILES: [CH3:1][C:2]1([CH3:11])[O:10][C@@H:9]2[C@@H:4]([CH2:5][O:6][C:7]2=[O:8])[O:3]1.CC(C[AlH]CC(C)C)C>>[CH3:1][C:2]1([CH3:11])[O:10][C@@H:9]2[C@@H:4]([CH2:5][O:6][CH:7]2[OH:8])[O:3]1. Procedure details: The synthesis shown in FIG. 1 started with commercially available 2,3-O-isopropylidene-D-erythronolactone (105), which was reduced with DIBAL-H to provide 2,3-O-isopropylidene-D-erythrose (106) according to published methods. Gao et al., J. Amer. Chem. Soc. 1983, 105, 3661-3672. This lactol underwent Wittig olefination with the corresponding methylenetriphenylphosphine ylid to afford the ring-opened alcohol 107 in 60% yield. At this stage, a Swern oxidation protocol was chosen among several meth... Starting materials: CC(=O)O, [K+], [Na+], [OH-], [OH-], Oc1cccc2cccnc12, Oc1cccc2ncccc12, OO. Yields the product [O-][n+]1cccc2cccc(O)c21. RXN SMILES: [CH3:29][C:30](=[O:31])[OH:32].[K+:15].[Na+:13].[OH-:12].[OH-:14].[OH:16][c:17]1[cH:18][cH:19][cH:20][c:21]2[cH:22][cH:23][cH:24][n:25][c:26]12.[OH:1][c:2]1[cH:3][cH:4][cH:5][c:6]2[c:7]1[cH:8][cH:9][cH:10][n:11]2.[OH:27][OH:28]>>[O-:1][n+:25]1[cH:24][cH:23][cH:22][c:21]2[cH:20][cH:19][cH:18][c:17]([OH:16])[c:26]21. Reactants: CCNc1ncc2c(n1)N1CCCC1CN(c1cncc(Br)c1)C2=O, CCOC(C)=O, [Na+], [Na+], O=C([O-])[O-], C1COCCO1, O, OB(O)c1ccncc1. The product is CCNc1ncc2c(n1)N1CCCC1CN(c1cncc(-c3ccncc3)c1)C2=O. RXN SMILES: [Br:1][c:2]1[cH:3][n:4][cH:5][c:6]([N:8]2[C:9](=[O:25])[c:10]3[c:11]([n:18][c:19]([NH:22][CH2:23][CH3:24])[n:20][cH:21]3)[N:12]3[CH2:13][CH2:14][CH2:15][CH:16]3[CH2:17]2)[cH:7]1.[CH3:41][CH2:42][O:43][C:44](=[O:45])[CH3:46].[Na+:35].[Na+:36].[O-:37][C:38](=[O:39])[O-:40].[O:48]1[CH2:49][CH2:50][O:51][CH2:52][CH2:53]1.[OH2:47].[n:26]1[cH:27][cH:28][c:29]([B:32]([OH:33])[OH:34])[cH:30][cH:31]1>>[c:2]1(-[c:29]2[cH:28][cH:27][n:26][cH:31][cH:30]2)[cH:3][n:4][cH:5][c:6]([N:8]2[C:9](=[O:25])[c:10]3[c:11]([n:18][c:19]([NH:22][CH2:23][CH3:24])[n:20][cH:21]3)[N:12]3[CH2:13][CH2:14][CH2:15][CH:16]3[CH2:17]2)[cH:7]1.